From a dataset of the Open Reaction Database (ORD), a public repository of structured organic reaction records. describe an organic reaction: reactants, conditions, products, and yield Reactants: S1C(=CC=C1)CC(=O)O (thiolacetic acid), CC(C)([O-])C.[K+] (potassium t-butoxide), CN(C)C=O (DMF), ClC1=C(C=CC=C1)COC1=C(C=CC=C1OCC1=C(C=CC=C1)Cl)C(C(=O)O)O (2,3-Bis[(2-chlorophenyl)methoxy]-α-hydroxybenzeneacetic acid), compound, S(=O)(Cl)Cl (thionyl chloride). Solvent: CCO (EtOH), C(Cl)Cl (CH2Cl2). Reaction conditions: time 1 hour. The product is ClC1=C(C=CC=C1)COC1=C(C=CC=C1OCC1=C(C=CC=C1)Cl)C(C(=O)O)S (2,3-Bis[(2-chlorophenyl)methoxy]-α-mercaptobenzeneacetic acid). Isolated yield 64.0%. As a reaction SMILES: [Cl:1][C:2]1[CH:7]=[CH:6][CH:5]=[CH:4][C:3]=1[CH2:8][O:9][C:10]1[C:15]([O:16][CH2:17][C:18]2[CH:23]=[CH:22][CH:21]=[CH:20][C:19]=2[Cl:24])=[CH:14][CH:13]=[CH:12][C:11]=1[CH:25](O)[C:26]([OH:28])=[O:27].[S:30](Cl)(Cl)=O.CN(C=O)C.S1C=CC=C1CC(O)=O.CC(C)([O-])C.[K+]>C(Cl)Cl.CCO>[Cl:1][C:2]1[CH:7]=[CH:6][CH:5]=[CH:4][C:3]=1[CH2:8][O:9][C:10]1[C:15]([O:16][CH2:17][C:18]2[CH:23]=[CH:22][CH:21]=[CH:20][C:19]=2[Cl:24])=[CH:14][CH:13]=[CH:12][C:11]=1[CH:25]([SH:30])[C:26]([OH:28])=[O:27] |f:4.5|. Procedure details: To a stirred solution of Example 1 Part B compound (462 mg, 1.00 mmol) in CH2Cl2 (5 mL) under argon at room temperature was added thionyl chloride (80 μL, 1.1 mmol) and then DMF (80 μL, 1.0 mmol) over 2 min. The reaction mixture was stirred for 1 h, then quenched with saturated sodium bicarbonate solution and extracted twice with CH2Cl2. The extracts were combined, dried (MgSO4) and evaporated. The residuum was immediately dissolved in EtOH (5 mL) and added to a solution prepared from thiolaceti... Reactants: CC(C)(C)OC(=O)N1CCN(c2nccnc2Cl)CC1, [H-], [Na+], CN(C)C=O, OCCOc1cccc(O)c1. The product is CC(C)(C)OC(=O)N1CCN(c2nccnc2OCCOc2cccc(O)c2)CC1. RXN SMILES: [Cl:14][c:15]1[n:16][cH:17][cH:18][n:19][c:20]1[N:21]1[CH2:22][CH2:23][N:24]([C:27](=[O:28])[O:29][C:30]([CH3:31])([CH3:32])[CH3:33])[CH2:25][CH2:26]1.[H-:13].[Na+:12].[O:34]=[CH:35][N:36]([CH3:37])[CH3:38].[OH:1][c:2]1[cH:3][c:4]([O:5][CH2:6][CH2:7][OH:8])[cH:9][cH:10][cH:11]1>>[OH:1][c:2]1[cH:3][c:4]([O:5][CH2:6][CH2:7][O:8][c:15]2[n:16][cH:17][cH:18][n:19][c:20]2[N:21]2[CH2:22][CH2:23][N:24]([C:27](=[O:28])[O:29][C:30]([CH3:31])([CH3:32])[CH3:33])[CH2:25][CH2:26]2)[cH:9][cH:10][cH:11]1. Starting materials: [H-].[Na+] (sodium hydride), N1C(CCC1)=O (2-pyrrolidinone), CN(C1=CC=C(C=C1)S(=O)(=O)Cl)C (4-dimethylaminobenzenesulphonyl chloride). Solvent: O1CCOCC1 (dioxan), O1CCOCC1 (dioxan). Run at time 1 hour. The product is CN(C1=CC=C(C=C1)S(=O)(=O)N1C(CCC1)=O)C (1-[4-(dimethylamino)benzenesulphonyl]-2-pyrrolidinone). As a reaction SMILES: [H-].[Na+].[NH:3]1[CH2:7][CH2:6][CH2:5][C:4]1=[O:8].[CH3:9][N:10]([CH3:21])[C:11]1[CH:16]=[CH:15][C:14]([S:17](Cl)(=[O:19])=[O:18])=[CH:13][CH:12]=1>O1CCOCC1>[CH3:9][N:10]([CH3:21])[C:11]1[CH:12]=[CH:13][C:14]([S:17]([N:3]2[CH2:7][CH2:6][CH2:5][C:4]2=[O:8])(=[O:19])=[O:18])=[CH:15][CH:16]=1 |f:0.1|. Procedure details: 3.44 g of sodium hydride (at 55-60% in oil) is added to a solution comprising 6.11 g of 2-pyrrolidinone and 200 cm3 of dioxan, with agitation for one hour at ambient temperature. 15.76 cm3 of 4-dimethylaminobenzenesulphonyl chloride [Beritche 43, 3038 (1910)] in solution in 250 cm3 of dioxan is added drop by drop, with agitation for one hour at ambient temperature. The sodium chloride is filtered off on celite, the dioxan is evaporated off under reduced pressure, the residue is crystallized from... The reactants are COC=1C=C(OC2CN(C2)C(=O)Cl)C=CC1 (3-(3-methoxyphenoxy)-1-azetidinecarbonyl chloride), C(C=C)N (2-propenylamine). Solvent: O (water), O1CCCC1 (tetrahydrofuran). Conditions: time 17 hour. Yields the product COC=1C=C(OC2CN(C2)C(=O)NCC=C)C=CC1 (3-(3-Methoxyphenoxy)-N-(2-propenyl)-1-azetidinecarboxamide). Yield: 76.8%. As a reaction SMILES: [CH3:1][O:2][C:3]1[CH:4]=[C:5]([CH:14]=[CH:15][CH:16]=1)[O:6][CH:7]1[CH2:10][N:9]([C:11](Cl)=[O:12])[CH2:8]1.[CH2:17]([NH2:20])[CH:18]=[CH2:19]>O1CCCC1.O>[CH3:1][O:2][C:3]1[CH:4]=[C:5]([CH:14]=[CH:15][CH:16]=1)[O:6][CH:7]1[CH2:10][N:9]([C:11]([NH:20][CH2:17][CH:18]=[CH2:19])=[O:12])[CH2:8]1. Procedure: A solution of 4.85 g (0.02 mole) of 3-(3-methoxyphenoxy)-1-azetidinecarbonyl chloride in 20 ml of tetrahydrofuran was treated with 4.5 g (0.06 mole) of 2-propenylamine and stirred for 17 hr, diluted with 200 ml of water and extracted with 3×50 ml of methylene chloride. The combined extracts were dried then concentrated in vacuo to yield 4.03 g of oil residue. The residue was chromatographed on a spinning TLC plate (chromatotron) in 3 portions (3 runs) using a ethyl acetate/methylene chloride gra... Starting materials: C(=O)(C(F)(F)F)O (TFA), FC(C(=O)O)(F)F.ClC=1N=CN(C1)C1=C(C=C(C=C1)NC1=NN2C(C(CC(CC2)=O)C2=CC=C(C=C2)F)=N1)OC (2-(4-(4-chloro-1H-imidazol-1-yl)-3-methoxyphenylamino)-9-(4-fluorophenyl)-8,9-dihydro-5H-[1,2,4]triazolo[1,5-a]azepin-7(6H)-one 2,2,2-trifluoroacetate), CNC (dimethylamine), C(#N)[BH3-].[Na+] (sodium cyanoborohydride). The solvent is C(C)O (ethanol). Reaction conditions: time 16 hour. Yields the product ClC=1N=CN(C1)C1=C(C=C(C=C1)NC1=NN2C(C(CC(CC2)N(C)C)C2=CC=C(C=C2)F)=N1)OC (N2-(4-(4-chloro-1H-imidazol-1-yl)-3-methoxyphenyl)-9-(4-fluorophenyl)-N7,N7-dimethyl-6,7,8,9-tetrahydro-5H-[1,2,4]triazolo[1,5-a]azepine-2,7-diamine). Isolated yield 56.1%. As a reaction SMILES: FC(F)(F)C(O)=O.[Cl:8][C:9]1[N:10]=[CH:11][N:12]([C:14]2[CH:19]=[CH:18][C:17]([NH:20][C:21]3[N:38]=[C:24]4[CH:25]([C:31]5[CH:36]=[CH:35][C:34]([F:37])=[CH:33][CH:32]=5)[CH2:26][C:27](=O)[CH2:28][CH2:29][N:23]4[N:22]=3)=[CH:16][C:15]=2[O:39][CH3:40])[CH:13]=1.[CH3:41][NH:42][CH3:43].C([BH3-])#N.[Na+].C(O)(C(F)(F)F)=O>C(O)C>[Cl:8][C:9]1[N:10]=[CH:11][N:12]([C:14]2[CH:19]=[CH:18][C:17]([NH:20][C:21]3[N:38]=[C:24]4[CH:25]([C:31]5[CH:32]=[CH:33][C:34]([F:37])=[CH:35][CH:36]=5)[CH2:26][CH:27]([N:42]([CH3:43])[CH3:41])[CH2:28][CH2:29][N:23]4[N:22]=3)=[CH:16][C:15]=2[O:39][CH3:40])[CH:13]=1 |f:0.1,3.4|. Procedure details: 2-(4-(4-chloro-1H-imidazol-1-yl)-3-methoxyphenylamino)-9-(4-fluorophenyl)-8,9-dihydro-5H-[1,2,4]triazolo[1,5-a]azepin-7(6H)-one (100 mg, 0.214 mmol, from example 137) was added to a mixture of dimethylamine (2M in THF, 1.07 mL, 2.14 mmol), and sodium cyanoborohydride (1.0 M in THF, 857 μL, 0.857 mmol) in ethanol (1.1 mL). The mixture was stirred at rt for 16 h and then concentrated in vacuo. The crude product was purified using reverse phase preparatory HPLC (MeOH/water/trifluoroacetic acid) to ... Starting materials: C1=CC2=C(C=C1)NC=C2CCCC(=O)O (IBA), C(C(=C)C)(=O)OC (methyl methacrylate), C(CC)(=O)O (propionic acid), COC (dimethyl ether). Reagents/catalysts: V2O5 SiO2, [V] (vanadium). Solvent: C(C)(=O)O (acetic acid), C(C)C(=O)CC (diethylketone), COCCOC (DME). Run at time 920 hour. The product is C(C)=O (acetaldehyde), C(CC)(=O)OCC (ethyl propionate). Reaction SMILES: [CH:1]1C=CC2NC=C(CC[CH2:12][C:13](O)=[O:14])C=2C=1.[C:16]([O:21][CH3:22])(=[O:20])[C:17](C)=[CH2:18].C(O)(=O)CC.COC>[V].C(O)(=O)C.C(C(CC)=O)C.COCCOC>[CH:13](=[O:14])[CH3:12].[C:16]([O:21][CH2:22][CH3:1])(=[O:20])[CH2:17][CH3:18]. Reported procedure: Experiments were conducted to evaluate catalyst compositions containing vanadium, which is known to be effective for oxidative dehydrogenation of IBA to MAA in the synthesis of methyl methacrylate from propionic acid and dimethyl ether. A sample of the catalyst chunks from Example 32 was crushed and sieved, and 1.46 grams (5.0 cm3) loaded into a reactor tube. The reactor effluent was analyzed online by gas chromatography. Results are given in Table 8. In Example 33, the temperature was set at 30... Starting materials: chloroform-ether, [H-].[Na+] (Sodium hydride), OC1=CC=C2C(CN(CC2=C1)C)C1=CC=CC=C1 (7-hydroxy-2-methyl-4-phenyl-1,2,3,4-tetrahydroisoquinoline), C(Br)C1CO1 (Epibromohydrin), C1(=CC=CC=C1)O (phenol). Solvent: O (Water), O1CCCC1 (tetrahydrofuran). Product: O1C(COC2=CC=C3C(CN(CC3=C2)C)C2=CC=CC=C2)C1 (7-(2,3-Epoxypropyloxy)-2-methyl-4-phenyl-1,2,3,4-tetrahydroisoquinoline). As a reaction SMILES: [H-].[Na+].[OH:3][C:4]1[CH:13]=[C:12]2[C:7]([CH:8]([C:15]3[CH:20]=[CH:19][CH:18]=[CH:17][CH:16]=3)[CH2:9][N:10]([CH3:14])[CH2:11]2)=[CH:6][CH:5]=1.[CH2:21]([CH:23]1[O:25][CH2:24]1)Br.C1(O)C=CC=CC=1>O1CCCC1.O>[O:25]1[CH2:24][CH:23]1[CH2:21][O:3][C:4]1[CH:13]=[C:12]2[C:7]([CH:8]([C:15]3[CH:16]=[CH:17][CH:18]=[CH:19][CH:20]=3)[CH2:9][N:10]([CH3:14])[CH2:11]2)=[CH:6][CH:5]=1 |f:0.1|. Reported procedure: Sodium hydride (0.72g) was added to a solution of 7-hydroxy-2-methyl-4-phenyl-1,2,3,4-tetrahydroisoquinoline (2.33g) in dry tetrahydrofuran (75 ml). Epibromohydrin (4.11 g) was added and the solution refluxed for 2 hr. until thin layer chromatography (alumina, chloroform-ether 1:5) showed the absence of starting phenol. Water (25ml) was added and the mixture extracted with ether. The combined ether layers were dried (MgSO4) and the solvent removed under reduced pressure. The oil was taken up in ... The reactants are C1(CC1)N (Cyclopropylamine), BrC=1C(N(C=C(N1)Br)C=1C=C(C(=O)OC)C=CC1C)=O (3-(3,5-dibromo-2-oxo-2H-pyrazin-1-yl)-4-methyl-benzoic acid, methyl ester), C(C)(C)N(C(C)C)CC (N,N-diisopropylethylamine), C1(=CC=CC=C1)[C@@H](CN)C ((S)-2-phenyl-1-propylamine), C1(CCCC1)[Mg]Br (cyclopentylmagnesium bromide). Solvent: O1CCCC1 (tetrahydrofuran). Conditions: time 8 hour. Product: C1(CC1)NC(C1=CC(=C(C=C1)C)N1C(C(=NC=C1)NC[C@@H](C)C1=CC=CC=C1)=O)=O (N-Cyclopropyl-4-methyl-3-[2-oxo-3-[[(2S)-2-phenylpropyl]amino]-1(2H)-pyrazinyl]benzamide). RXN SMILES: Br[C:2]1[C:3](=[O:20])[N:4]([C:9]2[CH:10]=[C:11]([CH:16]=[CH:17][C:18]=2[CH3:19])[C:12]([O:14]C)=O)[CH:5]=[C:6](Br)[N:7]=1.C([N:24](CC)[CH:25]([CH3:27])[CH3:26])(C)C.[C:30]1([C@H:36]([CH3:39])[CH2:37][NH2:38])[CH:35]=[CH:34][CH:33]=[CH:32][CH:31]=1.C1(N)CC1.C1([Mg]Br)CCCC1>O1CCCC1>[CH:25]1([NH:24][C:12](=[O:14])[C:11]2[CH:16]=[CH:17][C:18]([CH3:19])=[C:9]([N:4]3[CH:5]=[CH:6][N:7]=[C:2]([NH:38][CH2:37][C@H:36]([C:30]4[CH:35]=[CH:34][CH:33]=[CH:32][CH:31]=4)[CH3:39])[C:3]3=[O:20])[CH:10]=2)[CH2:26][CH2:27]1. Procedure: A mixture of 3-(3,5-dibromo-2-oxo-2H-pyrazin-1-yl)-4-methyl-benzoic acid, methyl ester (Example 1b, 0.1 g), N,N-diisopropylethylamine (0.1 mL), (S)-2-phenyl-1-propylamine (0.05 mL) and tetrahydrofuran (1 mL) was stirred at room temperature overnight. Cyclopropylamine (0.2 mL) was added followed by the addition of cyclopentylmagnesium bromide (2M in diethyl ether, 0.8 mL). The mixture was stirred for 10 min., quenched with sat. NH4Cl and extracted into ethyl acetate. The organic phase concentrate...